Dataset: the Open Reaction Database (ORD), a public repository of structured organic reaction records. Task: describe an organic reaction: reactants, conditions, products, and yield The reactants are ClC1=NC=C(C=C1)C1=CC=CC=C1 (2-chloro-5-phenylpyridine), I (hydroiodic acid). The product is IC1=NC=C(C=C1)C1=CC=CC=C1 (2-iodo-5-phenylpyridine). RXN SMILES: Cl[C:2]1[CH:7]=[CH:6][C:5]([C:8]2[CH:13]=[CH:12][CH:11]=[CH:10][CH:9]=2)=[CH:4][N:3]=1.[IH:14]>>[I:14][C:2]1[CH:7]=[CH:6][C:5]([C:8]2[CH:13]=[CH:12][CH:11]=[CH:10][CH:9]=2)=[CH:4][N:3]=1. Reported procedure: 15.98 g of 2-chloro-5-phenylpyridine were dissolved in 150 ml of 55% aqueous hydroiodic acid and the solution was heated at reflux for 2 hours. Upon cooling a solid precipitated and this was filtered off and washed with water The solid was partitioned between diethyl ether and 2M sodium hydroxide solution, and the organic phase was dried over sodium sulphate and evaporated to give 15.87 g of 2-iodo-5-phenylpyridine which was used without further purification. Reactants: C(C)OC(=O)[C@H]1[C@@H](C1)C(=O)C1=CNC2=CC=C(C=C12)F (trans-2-(5-fluoro-3-indolylcarbonyl)cyclopropanecarboxylic acid ethyl ester), [OH-].[Na+] (sodium hydroxide), resultant solution. Run in C(C)O (ethanol). The product is FC=1C=C2C(=CNC2=CC1)C(=O)[C@H]1[C@@H](C1)C(=O)O (trans-2-(5-fluoro-3-indolylcarbonyl)cyclopropanecarboxylic acid). Yield: 60.7%. As a reaction SMILES: C([O:3][C:4]([C@@H:6]1[CH2:8][C@H:7]1[C:9]([C:11]1[C:19]2[C:14](=[CH:15][CH:16]=[C:17]([F:20])[CH:18]=2)[NH:13][CH:12]=1)=[O:10])=[O:5])C.[OH-].[Na+]>C(O)C>[F:20][C:17]1[CH:18]=[C:19]2[C:14](=[CH:15][CH:16]=1)[NH:13][CH:12]=[C:11]2[C:9]([C@@H:7]1[CH2:8][C@H:6]1[C:4]([OH:5])=[O:3])=[O:10] |f:1.2|. Procedure details: The crude trans-2-(5-fluoro-3-indolylcarbonyl)cyclopropanecarboxylic acid ethyl ester (0.55 g, 2 mmol) was suspended in ethanol and sodium hydroxide solution (4 ml, 1N, 4 mmol) was added. The resultant solution was stirred for 4 hr at 20° and 0.5 hr at reflux. The ethanol was removed in vacuo and the residue mixed with water. The mixture was extracted with ethyl acetate. The aqueous layer was separated and made acidic with 12 N HCl. The precipitate was collected and air dried to give trans-2-(5-... The reactants are ClC=1N=C(C2=C(N1)C=C(S2)C=O)N2CCOCC2 (2-chloro-4-morpholin-4-yl-thieno[3,2-d]pyrimidine-6-carbaldehyde), CN(S(=O)(=O)CCCN)C (3-amino-propane-1-sulfonic acid dimethylamide). Reagents/catalysts: [Pd] (Palladium on carbon). Solvent: C(C)O (ethanol), CO (methanol). Reaction conditions: time 16 hour. The product is CN(S(=O)(=O)CCCNCC1=CC=2N=C(N=C(C2S1)N1CCOCC1)Cl)C (3-[(2-chloro-4-morpholin-4-yl-thieno[3,2-d]pyrimidin-6-ylmethyl)-amino]-propane-1-sulfonic acid dimethylamide). RXN SMILES: [Cl:1][C:2]1[N:3]=[C:4]([N:13]2[CH2:18][CH2:17][O:16][CH2:15][CH2:14]2)[C:5]2[S:10][C:9]([CH:11]=O)=[CH:8][C:6]=2[N:7]=1.[CH3:19][N:20]([CH3:28])[S:21]([CH2:24][CH2:25][CH2:26][NH2:27])(=[O:23])=[O:22]>CO.C(O)C.[Pd]>[CH3:19][N:20]([CH3:28])[S:21]([CH2:24][CH2:25][CH2:26][NH:27][CH2:11][C:9]1[S:10][C:5]2[C:4]([N:13]3[CH2:18][CH2:17][O:16][CH2:15][CH2:14]3)=[N:3][C:2]([Cl:1])=[N:7][C:6]=2[CH:8]=1)(=[O:23])=[O:22]. Procedure details: To a solution of 2-chloro-4-morpholin-4-yl-thieno[3,2-d]pyrimidine-6-carbaldehyde (280 mg) in methanol (10 mL) was added 3-amino-propane-1-sulfonic acid dimethylamide (284 mg) and the reaction stirred at room temperature for 16 h. The solvent was reduced in vacuo and the residue redissolved in ethanol (50 mL). Palladium on carbon (20 mg) was added and the reaction stirred at room temperature under a hydrogen balloon for 48 h. The reaction was then filtered through Celite and the filtrate reduced... The reactants are CN1N=C(C(=C1)C(=O)O)C(F)(F)F (1-methyl-3-(trifluoromethyl)-1H-pyrazole-4-carboxylic acid), NC=1C=C(OC=2C=CC=3N(C2)N=C(N3)NC(=O)C3CC3)C=CC1 (N-[6-(3-aminophenoxy)[1,2,4]triazolo[1,5-a]pyridin-2-yl]cyclopropanecarboxamide), O1CCCC1 (tetrahydrofuran), C(C(=O)Cl)(=O)Cl (oxalyl chloride). Reagents/catalysts: CN(C=O)C (N,N-dimethylformamide). Run in CN(C(C)=O)C (N,N-dimethylacetamide). Product: C1(CC1)C(=O)NC1=NN2C(C=CC(=C2)OC=2C=C(C=CC2)NC(=O)C=2C(=NN(C2)C)C(F)(F)F)=N1 (N-[3-({2-[(cyclopropylcarbonyl)amino][1,2,4]triazolo[1,5-a]pyridin-6-yl}oxy)phenyl]-1-methyl-3-(trifluoromethyl)-1H-pyrazole-4-carboxamide). Yield: 69.7%. As a reaction SMILES: [CH3:1][N:2]1[CH:6]=[C:5]([C:7](O)=[O:8])[C:4]([C:10]([F:13])([F:12])[F:11])=[N:3]1.O1CCCC1.C(Cl)(=O)C(Cl)=O.[NH2:25][C:26]1[CH:27]=[C:28]([CH:45]=[CH:46][CH:47]=1)[O:29][C:30]1[CH:31]=[CH:32][C:33]2[N:34]([N:36]=[C:37]([NH:39][C:40]([CH:42]3[CH2:44][CH2:43]3)=[O:41])[N:38]=2)[CH:35]=1>CN(C)C=O.CN(C)C(=O)C>[CH:42]1([C:40]([NH:39][C:37]2[N:38]=[C:33]3[CH:32]=[CH:31][C:30]([O:29][C:28]4[CH:27]=[C:26]([NH:25][C:7]([C:5]5[C:4]([C:10]([F:13])([F:12])[F:11])=[N:3][N:2]([CH3:1])[CH:6]=5)=[O:8])[CH:47]=[CH:46][CH:45]=4)=[CH:35][N:34]3[N:36]=2)=[O:41])[CH2:43][CH2:44]1. Procedure: In the same manner as in Example 18-4 and using 1-methyl-3-(trifluoromethyl)-1H-pyrazole-4-carboxylic acid (175 mg, 0.904 mmol), tetrahydrofuran (8 mL), oxalyl chloride (118 μL, 1.36 mmol), N-[6-(3-aminophenoxy)[1,2,4]triazolo[1,5-a]pyridin-2-yl]cyclopropanecarboxamide (70.0 mg, 0.226 mmol), N,N-dimethylformamide (1 drop) and N,N-dimethylacetamide (3 mL) as starting materials, the title compound (76.5 mg, 70%) was obtained as a white solid. Starting materials: ClC=1SC2=C(N1)C=CC=C2 (2-chlorobenzothiazole), NC1=CC(=C(C(=O)N[C@@H]2[C@@H](CN(CC2)CCCN)OC)C=C1Cl)OC (cis-4-amino-N-[1-(3-aminopropyl)-3-methoxy-4-piperidinyl]-5-chloro-2-methoxybenzamide), C([O-])([O-])=O.[Na+].[Na+] (sodium carbonate). Run in CC1=CC=CC=C1 (methylbenzene). Yields the product NC1=CC(=C(C(=O)N[C@@H]2[C@@H](CN(CC2)CCCNC=2SC3=C(N2)C=CC=C3)OC)C=C1Cl)OC (cis-4-amino-N-[1-[3-(2-benzothiazolylamino)propyl]-3-methoxy-4-piperidinyl]-5-chloro-2-methoxybenzamide). Isolated yield 41.2%. RXN SMILES: Cl[C:2]1[S:3][C:4]2[CH:10]=[CH:9][CH:8]=[CH:7][C:5]=2[N:6]=1.[NH2:11][C:12]1[C:32]([Cl:33])=[CH:31][C:15]([C:16]([NH:18][C@H:19]2[CH2:24][CH2:23][N:22]([CH2:25][CH2:26][CH2:27][NH2:28])[CH2:21][C@H:20]2[O:29][CH3:30])=[O:17])=[C:14]([O:34][CH3:35])[CH:13]=1.C(=O)([O-])[O-].[Na+].[Na+]>CC1C=CC=CC=1>[NH2:11][C:12]1[C:32]([Cl:33])=[CH:31][C:15]([C:16]([NH:18][C@H:19]2[CH2:24][CH2:23][N:22]([CH2:25][CH2:26][CH2:27][NH:28][C:2]3[S:3][C:4]4[CH:10]=[CH:9][CH:8]=[CH:7][C:5]=4[N:6]=3)[CH2:21][C@H:20]2[O:29][CH3:30])=[O:17])=[C:14]([O:34][CH3:35])[CH:13]=1 |f:2.3.4|. Procedure: A mixture of 1.9 parts of 2-chlorobenzothiazole, 3.7 parts of cis-4-amino-N-[1-(3-aminopropyl)-3-methoxy-4-piperidinyl]-5-chloro-2-methoxybenzamide and 22.5 parts of methylbenzene was stirred and refluxed overnight. 1.6 Parts of sodium carbonate were added and the whole was stirred for 4 hours at reflux temperature. The methylbenzene layer was washed with water and set aside. The precipitated product, which was formed during the reaction, was filtered off and dissolved in trichloromethane. The s... The reactants are CCCN, CCNS(=O)(=O)c1cc(C(=O)O)c(Cl)cc1F, O=C(O)c1ccc(F)c(S(=O)(=O)Cl)c1. Product: CCCNS(=O)(=O)c1cc(C(=O)O)c(Cl)cc1F. Reaction SMILES: [CH3:15][CH2:16][CH2:17][NH2:18].[Cl:19][c:20]1[c:21]([C:22](=[O:23])[OH:24])[cH:25][c:26]([S:30](=[O:31])(=[O:32])[NH:33][CH2:34][CH3:35])[c:27]([F:29])[cH:28]1.[Cl:1][S:2]([c:3]1[cH:4][c:5]([C:10]([OH:11])=[O:12])[cH:6][cH:7][c:8]1[F:9])(=[O:13])=[O:14]>>[CH3:15][CH2:16][CH2:17][NH:18][S:30]([c:26]1[cH:25][c:21]([C:22](=[O:23])[OH:24])[c:20]([Cl:19])[cH:28][c:27]1[F:29])(=[O:31])=[O:32]. The reactants are O.O.O.O.B([O-])([O-])O[O-].[Na+].[Na+].[Na+] (Sodium peroxyborate tetrahydrate), SC1=C(CCCC1)C(=O)OCC (ethyl 2-mercapto-1-cyclohexene-1-carboxylate). Run in C(C)(=O)O (acetic acid), C(C)(=O)O (acetic acid). Reaction conditions: temperature 52.5 celsius, time 3 hour. Product: S(=O)(=O)(O)C1=C(CCCC1)C(=O)OCC (ethyl 2-sulfo-1-cyclohexene-1-carboxylate). The yield is 166.1%. Reaction SMILES: [OH2:1].[OH2:2].[OH2:3].O.B(O[O-])([O-])[O-].[Na+].[Na+].[Na+].[SH:13][C:14]1[CH2:19][CH2:18][CH2:17][CH2:16][C:15]=1[C:20]([O:22][CH2:23][CH3:24])=[O:21]>C(O)(=O)C>[S:13]([C:14]1[CH2:19][CH2:18][CH2:17][CH2:16][C:15]=1[C:20]([O:22][CH2:23][CH3:24])=[O:21])([OH:3])(=[O:2])=[O:1] |f:0.1.2.3.4.5.6.7|. Procedure: Sodium peroxyborate tetrahydrate (22.3 g) was admixed with acetic acid (120 ml) and heated to 50 to 55° C. and then a solution of ethyl 2-mercapto-1-cyclohexene-1-carboxylate (9.0 g) in acetic acid (15 ml) was added dropwise over 2 hours. The mixture was stirred at 50 to 55° C. for 3 hours and then at 80 to 85° C. for 5 hours and concentrated under reduced pressure. The residue was combined with acetonitrile (200 ml) and stirred at room temperature for 3 hours and the resultant insolubles were f...